This data is from the Open Reaction Database (ORD), a public repository of structured organic reaction records. The task is: describe an organic reaction: reactants, conditions, products, and yield Product: Nc1cc(Br)ccc1NC(=O)CCl. RXN SMILES: [Br:7][c:8]1[cH:9][c:10]([N+:19]([O-:20])=[O:21])[c:11]([NH:14][C:15]([CH2:16][Cl:17])=[O:18])[cH:12][cH:13]1.[CH3:3][C:4](=[O:5])[OH:6].[Cl-:1].[NH4+:2].[Na+:22].[Na+:23].[O-:24][C:25](=[O:26])[O-:27].[O:29]=[CH:30][N:31]([CH3:32])[CH3:33].[OH2:28]>>[Br:7][c:8]1[cH:9][c:10]([NH2:19])[c:11]([NH:14][C:15]([CH2:16][Cl:17])=[O:18])[cH:12][cH:13]1. Reactants: O=C(CCl)Nc1ccc(Br)cc1[N+](=O)[O-], CC(=O)O, [Cl-], [NH4+], [Na+], [Na+], O=C([O-])[O-], CN(C)C=O, O.